Dataset: the Open Reaction Database (ORD), a public repository of structured organic reaction records. Task: describe an organic reaction: reactants, conditions, products, and yield The reactants are CCOC(=O)Nc1ccc2c(c1)N(C(=O)C(C)Br)c1ccccc1C=C2, CN, CCO. The product is CCOC(=O)Nc1ccc2c(c1)N(C(=O)C(C)NC)c1ccccc1C=C2. As a reaction SMILES: [C:1](=[O:2])([O:3][CH2:4][CH3:5])[NH:6][c:7]1[cH:8][cH:9][c:10]2[c:11]([cH:26]1)[N:12]([C:21]([CH:22]([CH3:23])[Br:24])=[O:25])[c:13]1[c:14]([cH:17][cH:18][cH:19][cH:20]1)[CH:15]=[CH:16]2.[CH3:27][NH2:28].[CH3:29][CH2:30][OH:31]>>[C:1](=[O:2])([O:3][CH2:4][CH3:5])[NH:6][c:7]1[cH:8][cH:9][c:10]2[c:11]([cH:26]1)[N:12]([C:21]([CH:22]([CH3:23])[NH:28][CH3:27])=[O:25])[c:13]1[c:14]([cH:17][cH:18][cH:19][cH:20]1)[CH:15]=[CH:16]2. The reactants are CO, CCOc1nc(C(=O)OC)cc(N)c1C#N, N. Yields the product CCOc1nc(C(N)=O)cc(N)c1C#N. RXN SMILES: [CH3:18][OH:19].[CH3:1][O:2][C:3](=[O:4])[c:5]1[n:6][c:7]([O:14][CH2:15][CH3:16])[c:8]([C:12]#[N:13])[c:9]([NH2:11])[cH:10]1.[NH3:17]>>[O:2]=[C:3]([c:5]1[n:6][c:7]([O:14][CH2:15][CH3:16])[c:8]([C:12]#[N:13])[c:9]([NH2:11])[cH:10]1)[NH2:17]. Reactants: C1C=CC2C1[C@H]3C[C@@H]2C=C3 (DCPD), C1C=CC2C1[C@H]3C[C@@H]2C=C3 (DCPD). The reagents and catalysts are Cl[Ru](Cl)([P](C1CCCCC1)(C2CCCCC2)C3CCCCC3)([P](C4CCCCC4)(C5CCCCC5)C6CCCCC6)=CC7=CC=CC=C7 (Grubbs catalyst). Run at time 5 day. Yields the product C1C=CC2C1C3CC2C=C3 (Dicyclopentadiene). RXN SMILES: [CH2:1]1[CH:5]2[C@@H:6]3[CH:10]=[CH:9][C@H:8]([CH:4]2[CH:3]=[CH:2]1)[CH2:7]3>Cl[Ru](=CC1C=CC=CC=1)([P](C1CCCCC1)(C1CCCCC1)C1CCCCC1)([P](C1CCCCC1)(C1CCCCC1)C1CCCCC1)Cl>[CH2:1]1[CH:5]2[CH:6]3[CH:10]=[CH:9][CH:8]([CH:4]2[CH:3]=[CH:2]1)[CH2:7]3 |^1:19,38|. Procedure: Grubbs catalyst containing MCs (approximately 1 mg) were dispersed in neat DCPD (100 mg). The MCs were ruptured with a laser or by physical crushing. After rupturing, a gel was produced in approximately 10-30 minutes, with formation of a rubbery state, and then a solid resin over time. No gelling of DCPD was evident over two weeks with uncrushed MCs; however, the latent catalyst remained active as subsequent rupture of the MCs that had been left for five days still produced a gel in approximatel... Reactants: Cn1nnnc1-c1ccc(Br)s1, CCOC(C)=O, O=C(C=Cc1ccccc1)C=Cc1ccccc1, CC(C)n1cc(B2OC(C)(C)C(C)(C)O2)c2ccc([N+](=O)[O-])cc21, C1CCC(P(C2CCCCC2)C2CCCCC2)CC1, O=C(C=Cc1ccccc1)C=Cc1ccccc1, O=C(C=Cc1ccccc1)C=Cc1ccccc1, [K+], [K+], [K+], C1COCCO1, O, O=P([O-])([O-])[O-], [Pd], [Pd]. The product is CC(C)n1cc(-c2ccc(-c3nnnn3C)s2)c2ccc([N+](=O)[O-])cc21. RXN SMILES: [Br:25][c:26]1[cH:27][cH:28][c:29](-[c:31]2[n:32][n:33][n:34][n:35]2[CH3:36])[s:30]1.[CH3:71][CH2:72][O:73][C:74](=[O:75])[CH3:76].[CH:115](=[CH:116][C:117]([CH:118]=[CH:119][c:120]1[cH:121][cH:122][cH:123][cH:124][cH:125]1)=[O:126])[c:127]1[cH:128][cH:129][cH:130][cH:131][cH:132]1.[CH:1]([CH3:2])([CH3:3])[n:4]1[cH:5][c:6]([B:16]2[O:17][C:18]([CH3:19])([CH3:20])[C:21]([CH3:22])([CH3:23])[O:24]2)[c:7]2[cH:8][cH:9][c:10]([N+:13](=[O:14])[O-:15])[cH:11][c:12]12.[CH:37]1([P:38]([CH:39]2[CH2:40][CH2:41][CH2:42][CH2:43][CH2:44]2)[CH:45]2[CH2:46][CH2:47][CH2:48][CH2:49][CH2:50]2)[CH2:51][CH2:52][CH2:53][CH2:54][CH2:55]1.[CH:79](=[CH:80][C:81]([CH:82]=[CH:83][c:84]1[cH:85][cH:86][cH:87][cH:88][cH:89]1)=[O:90])[c:91]1[cH:92][cH:93][cH:94][cH:95][cH:96]1.[CH:97](=[CH:98][C:99]([CH:100]=[CH:101][c:102]1[cH:103][cH:104][cH:105][cH:106][cH:107]1)=[O:108])[c:109]1[cH:110][cH:111][cH:112][cH:113][cH:114]1.[K+:61].[K+:62].[K+:63].[O:64]1[CH2:65][CH2:66][O:67][CH2:68][CH2:69]1.[OH2:70].[P:56]([O-:57])([O-:58])([O-:59])=[O:60].[Pd:77].[Pd:78]>>[CH:1]([CH3:2])([CH3:3])[n:4]1[cH:5][c:6](-[c:26]2[cH:27][cH:28][c:29](-[c:31]3[n:32][n:33][n:34][n:35]3[CH3:36])[s:30]2)[c:7]2[cH:8][cH:9][c:10]([N+:13](=[O:14])[O-:15])[cH:11][c:12]12. Reactants: NC1=NNC2=CC=C(C=C12)C(F)(F)F.COC(=O)N1N=C2C=CC=CC2=C1 (3-amino-5-trifluoromethylindazole indazole-2-carboxylic acid methyl ester). The solvent is COC(=O)OC(=O)OC (pyrocarbonic acid dimethyl ester). Product: NC1=NNC2=CC=C(C=C12)C(F)(F)F (3-amino-5trifluoromethyl-indazole). As a reaction SMILES: [NH2:1][C:2]1[C:10]2[C:5](=[CH:6][CH:7]=[C:8]([C:11]([F:14])([F:13])[F:12])[CH:9]=2)[NH:4][N:3]=1.COC(N1C=C2C(C=CC=C2)=N1)=O>COC(OC(OC)=O)=O>[NH2:1][C:2]1[C:10]2[C:5](=[CH:6][CH:7]=[C:8]([C:11]([F:13])([F:12])[F:14])[CH:9]=2)[NH:4][N:3]=1 |f:0.1|. Procedure: Analogously to Example 1, 0.1 mol of 3-amino-5trifluoromethyl-indazole in 50 ml of pyrocarbonic acid dimethyl ester gives 3-amino-5-trifluoromethylindazole-indazole-2-carboxylic acid methyl ester (melting point: 164°-165° C; 64% of theory) in 2 hours at 50° C. The reactants are C1COCCO1, OB(O)C1CC1, Cl[Pd]Cl, COc1cc(F)c(C(C)C)cc1-c1ccc(Br)cc1CN1C(=O)OC(c2cc(C(F)(F)F)cc(C(F)(F)F)c2)C1C, [K+], [OH-], O. The product is COc1cc(F)c(C(C)C)cc1-c1ccc(C2CC2)cc1CN1C(=O)OC(c2cc(C(F)(F)F)cc(C(F)(F)F)c2)C1C. Reaction SMILES: [CH2:51]1[O:52][CH2:53][CH2:54][O:55][CH2:56]1.[CH:42]1([B:45]([OH:46])[OH:47])[CH2:43][CH2:44]1.[Cl:57][Pd:58][Cl:59].[F:1][C:2]([c:3]1[cH:4][c:5]([CH:13]2[CH:14]([CH3:39])[N:15]([CH2:19][c:20]3[c:21](-[c:27]4[c:28]([O:37][CH3:38])[cH:29][c:30]([F:36])[c:31]([CH:33]([CH3:34])[CH3:35])[cH:32]4)[cH:22][cH:23][c:24]([Br:26])[cH:25]3)[C:16](=[O:18])[O:17]2)[cH:6][c:7]([C:9]([F:10])([F:11])[F:12])[cH:8]1)([F:40])[F:41].[K+:49].[OH-:48].[OH2:50]>>[F:1][C:2]([c:3]1[cH:4][c:5]([CH:13]2[CH:14]([CH3:39])[N:15]([CH2:19][c:20]3[c:21](-[c:27]4[c:28]([O:37][CH3:38])[cH:29][c:30]([F:36])[c:31]([CH:33]([CH3:34])[CH3:35])[cH:32]4)[cH:22][cH:23][c:24]([CH:42]4[CH2:43][CH2:44]4)[cH:25]3)[C:16](=[O:18])[O:17]2)[cH:6][c:7]([C:9]([F:10])([F:11])[F:12])[cH:8]1)([F:40])[F:41].